From a dataset of the Open Reaction Database (ORD), a public repository of structured organic reaction records. describe an organic reaction: reactants, conditions, products, and yield The reactants are O=C1NC2=CC=CC=C2C=C1C1CCN(CC1)C(=O)OC(C(N1CCC(CC1)N1CCCCC1)=O)CC1=CC2=CN(N=C2C(=C1)C)COCC[Si](C)(C)C ((±)-3-(7-Methyl-2-((2-(trimethylsilyl)ethoxy)methyl)-2H-indazol-5-yl)-1-oxo-1-(4-(piperidin-1-yl)piperidin-1-yl)propan-2-yl 4-(2-oxo-1,2-dihydroquinolin-3-yl)piperidine-1-carboxylate). The solvent is FC(C(=O)O)(F)F (trifluoroacetic acid). Conditions: time 2 hour. The product is O=C1NC2=CC=CC=C2C=C1C1CCN(CC1)C(=O)OC(C(N1CCC(CC1)N1CCCCC1)=O)CC=1C=C2C=NNC2=C(C1)C ((±)-3-(7-Methyl-1H-indazol-5-yl)-1-oxo-1-(4-(piperidin-1-yl)piperidin-1-yl)propan-2-yl 4-(2-oxo-1,2-dihydroquinolin-3-yl)piperidine-1-carboxylate). RXN SMILES: [O:1]=[C:2]1[C:11]([CH:12]2[CH2:17][CH2:16][N:15]([C:18]([O:20][CH:21]([CH2:36][C:37]3[CH:45]=[C:44]([CH3:46])[C:43]4[C:39](=[CH:40][N:41](COCC[Si](C)(C)C)[N:42]=4)[CH:38]=3)[C:22](=[O:35])[N:23]3[CH2:28][CH2:27][CH:26]([N:29]4[CH2:34][CH2:33][CH2:32][CH2:31][CH2:30]4)[CH2:25][CH2:24]3)=[O:19])[CH2:14][CH2:13]2)=[CH:10][C:9]2[C:4](=[CH:5][CH:6]=[CH:7][CH:8]=2)[NH:3]1>FC(F)(F)C(O)=O>[O:1]=[C:2]1[C:11]([CH:12]2[CH2:13][CH2:14][N:15]([C:18]([O:20][CH:21]([CH2:36][C:37]3[CH:38]=[C:39]4[C:43](=[C:44]([CH3:46])[CH:45]=3)[NH:42][N:41]=[CH:40]4)[C:22](=[O:35])[N:23]3[CH2:24][CH2:25][CH:26]([N:29]4[CH2:30][CH2:31][CH2:32][CH2:33][CH2:34]4)[CH2:27][CH2:28]3)=[O:19])[CH2:16][CH2:17]2)=[CH:10][C:9]2[C:4](=[CH:5][CH:6]=[CH:7][CH:8]=2)[NH:3]1. Procedure: (±)-3-(7-Methyl-2-((2-(trimethylsilyl)ethoxy)methyl)-2H-indazol-5-yl)-1-oxo-1-(4-(piperidin-1-yl)piperidin-1-yl)propan-2-yl 4-(2-oxo-1,2-dihydroquinolin-3-yl)piperidine-1-carboxylate (112 mg, 0.15 mmol) was dissolved in trifluoroacetic acid (50% in dichloromethane, 6 mL) and stirred at room temperature for 2 h. The reaction was concentrated and purified by column chromatography (5% methanol/dichloromethane to 7:93:1 methanol/dichloromethane/33% trimethylamine in ethanol) gave 89.6 mg (97%) as a ... The reactants are C1(=CC=CC=C1)[C@@H](C)NC=1C2=C(N=CN1)NC(=C2)C2=CC=C(C#N)C=C2 (4-[4-((R)-1-phenyl-ethylamino)-7H-pyrrolo[2,3-d]pyrimidin-6-yl]-benzonitrile). Reagents/catalysts: [Ni] (Raney-Nickel). Solvent: N (ammonia), CO (methanol), C1CCOC1 (THF). Yields the product NCC1=CC=C(C=C1)C1=CC2=C(N=CN=C2N[C@H](C)C2=CC=CC=C2)N1 ([6-(4-Aminomethyl-phenyl)-7H-pyrrolo[2,3-d]pyrimidin-4-yl]-((R)-1-phenyl-ethyl)-amine). Reaction SMILES: [C:1]1([C@H:7]([NH:9][C:10]2[C:11]3[CH:18]=[C:17]([C:19]4[CH:26]=[CH:25][C:22]([C:23]#[N:24])=[CH:21][CH:20]=4)[NH:16][C:12]=3[N:13]=[CH:14][N:15]=2)[CH3:8])[CH:6]=[CH:5][CH:4]=[CH:3][CH:2]=1>N.CO.C1COCC1.[Ni]>[NH2:24][CH2:23][C:22]1[CH:25]=[CH:26][C:19]([C:17]2[NH:16][C:12]3[N:13]=[CH:14][N:15]=[C:10]([NH:9][C@@H:7]([C:1]4[CH:6]=[CH:5][CH:4]=[CH:3][CH:2]=4)[CH3:8])[C:11]=3[CH:18]=2)=[CH:20][CH:21]=1. Procedure: Raney-Nickel (0.1 9) catalyzed hydrogenation of 0.206 g (0.6 mmol) 4-[4-((R)-1-phenyl-ethylamino)-7H-pyrrolo[2,3-d]pyrimidin-6-yl]-benzonitrile in a mixture of 5% ammonia in methanol (20 ml) and THF (4 ml) for 6 h at atmospheric pressure followed by filtration and evaporation of the solvent gives the title compound; m.p. 253-256° C.; MS-ES+: (M+H)+=344. The reactants are 50, OCCCCN(C(OC(C)(C)C)=O)C ((1,1-dimethylethyl) (4-hydroxybutyl)methylcarbamate), 150, [Cr](=O)(=O)([O-])O[Cr](=O)(=O)[O-].[NH+]1=CC=CC=C1.[NH+]1=CC=CC=C1 (pyridinium dichromate). The solvent is ClCCl (dichloromethane), ClCCl (dichloromethane). Reaction conditions: time 3 hour. The product is 35, CN(C(OC(C)(C)C)=O)CCCC=O ((1,1-dimethylethyl) methyl(4-oxobutyl)carbamate). The yield is 70.0%. As a reaction SMILES: [OH:1][CH2:2][CH2:3][CH2:4][CH2:5][N:6]([CH3:14])[C:7](=[O:13])[O:8][C:9]([CH3:12])([CH3:11])[CH3:10].[Cr](O[Cr]([O-])(=O)=O)([O-])(=O)=O.[NH+]1C=CC=CC=1.[NH+]1C=CC=CC=1>ClCCl>[CH3:14][N:6]([CH2:5][CH2:4][CH2:3][CH:2]=[O:1])[C:7](=[O:13])[O:8][C:9]([CH3:12])([CH3:10])[CH3:11] |f:1.2.3|. Procedure: A solution of 50 parts of (1,1-dimethylethyl) (4-hydroxybutyl)methylcarbamate in 91 parts of dichloromethane was added dropwise to a mixture of 150 parts of pyridinium dichromate, 112 parts of molecular sieves and 1300 parts of dichloromethane at a temperature about 10° C. Upon completion, stirring was continued for 3 hours at room temperature. The reaction mixture was filtered, washed with 1,1'-oxybisethane and the filtrate was evaporated. The residue was purified by column chromatography over ... Reactants: C(C1=CC=CC=C1)[C@H]1CN(CCN1)CC1=CC=C(C=C1)Br (3-(S)-benzyl-1-(4-bromo-benzyl)-piperazine), C1(=CC=CC=C1)C (toluene), FC(C1=C(C=CC=C1)B(O)O)(F)F (2-trifluoromethylphenyl boronic acid), C([O-])([O-])=O.[Na+].[Na+] (sodium carbonate). Reagents/catalysts: C=1C=CC(=CC1)[P](C=2C=CC=CC2)(C=3C=CC=CC3)[Pd]([P](C=4C=CC=CC4)(C=5C=CC=CC5)C=6C=CC=CC6)([P](C=7C=CC=CC7)(C=8C=CC=CC8)C=9C=CC=CC9)[P](C=1C=CC=CC1)(C=1C=CC=CC1)C=1C=CC=CC1 (tetrakis(triphenylphosphine)palladium(0)). Solvent: C(C)O (ethanol). Conditions: temperature 120 celsius. The product is C(C1=CC=CC=C1)[C@H]1CN(CCN1)CC1=CC=C(C=C1)C1=C(C=CC=C1)C(F)(F)F (3-(S)-benzyl-1-(2′-trifluoromethyl-biphenyl-4-ylmethyl)-piperazine). RXN SMILES: [CH2:1]([C@@H:8]1[NH:13][CH2:12][CH2:11][N:10]([CH2:14][C:15]2[CH:20]=[CH:19][C:18](Br)=[CH:17][CH:16]=2)[CH2:9]1)[C:2]1[CH:7]=[CH:6][CH:5]=[CH:4][CH:3]=1.[F:22][C:23]([F:34])([F:33])[C:24]1[CH:29]=[CH:28][CH:27]=[CH:26][C:25]=1B(O)O.C(=O)([O-])[O-].[Na+].[Na+].C1(C)C=CC=CC=1>C1C=CC([P]([Pd]([P](C2C=CC=CC=2)(C2C=CC=CC=2)C2C=CC=CC=2)([P](C2C=CC=CC=2)(C2C=CC=CC=2)C2C=CC=CC=2)[P](C2C=CC=CC=2)(C2C=CC=CC=2)C2C=CC=CC=2)(C2C=CC=CC=2)C2C=CC=CC=2)=CC=1.C(O)C>[CH2:1]([C@@H:8]1[NH:13][CH2:12][CH2:11][N:10]([CH2:14][C:15]2[CH:20]=[CH:19][C:18]([C:25]3[CH:26]=[CH:27][CH:28]=[CH:29][C:24]=3[C:23]([F:34])([F:33])[F:22])=[CH:17][CH:16]=2)[CH2:9]1)[C:2]1[CH:7]=[CH:6][CH:5]=[CH:4][CH:3]=1 |f:2.3.4,^1:51,53,72,91|. Procedure: 0.13 g of 3-(S)-benzyl-1-(4-bromo-benzyl)-piperazine were combined with 1.5 equiv. of 2-trifluoromethylphenyl boronic acid, 0.05 equiv. of tetrakis(triphenylphosphine)palladium(0), 2M aqueous sodium carbonate solution, toluene and ethanol. The reaction mixture was heated in a sealed tube at 120° C. overnight. The reaction mixture was filtered through Celite and concentrated in vacuo. The residue was diluted with water and extracted with ethyl acetate. The combined organic phases were washed with... The reactants are O=C1c2cc(OCc3ccccc3)ccc2OCC1Br, [H-], [Na+], CN(C)C=O, O, Oc1cccnc1. Product: O=C1c2cc(OCc3ccccc3)ccc2OCC1Oc1cccnc1. Reaction SMILES: [Br:10][CH:11]1[CH2:12][O:13][c:14]2[cH:15][cH:16][c:17]([O:22][CH2:23][c:24]3[cH:25][cH:26][cH:27][cH:28][cH:29]3)[cH:18][c:19]2[C:20]1=[O:21].[H-:9].[Na+:8].[O:31]=[CH:32][N:33]([CH3:34])[CH3:35].[OH2:30].[OH:1][c:2]1[cH:3][n:4][cH:5][cH:6][cH:7]1>>[O:1]([c:2]1[cH:3][n:4][cH:5][cH:6][cH:7]1)[CH:11]1[CH2:12][O:13][c:14]2[cH:15][cH:16][c:17]([O:22][CH2:23][c:24]3[cH:25][cH:26][cH:27][cH:28][cH:29]3)[cH:18][c:19]2[C:20]1=[O:21]. Starting materials: COC(C(C=1SC=CC1)NC(=O)C=1C(N(C=CC1)CC1=CC(=C(C=C1)F)F)=O)=O ({[1-(3,4-Difluoro-benzyl)-2-oxo-1,2-dihydro-pyridine-3-carbonyl]-amino}-thiophen-2-yl-acetic acid methyl ester), CN(C=O)C (N,N-Dimethylformamide), BrN1C(CCC1=O)=O (N-Bromosuccinimide). Product: COC(C(NC(=O)C=1C(N(C=CC1)CC1=CC(=C(C=C1)F)F)=O)C=1SC(=CC1)Br)=O ((5-Bromo-thiophen-2-yl)-{[1-(3,4-difluoro-benzyl)-2-oxo-1,2-dihydro-pyridine-3-carbonyl]-amino}-acetic acid methyl ester). As a reaction SMILES: [CH3:1][O:2][C:3](=[O:29])[CH:4]([NH:10][C:11]([C:13]1[C:14](=[O:28])[N:15]([CH2:19][C:20]2[CH:25]=[CH:24][C:23]([F:26])=[C:22]([F:27])[CH:21]=2)[CH:16]=[CH:17][CH:18]=1)=[O:12])[C:5]1[S:6][CH:7]=[CH:8][CH:9]=1.CN(C)C=O.[Br:35]N1C(=O)CCC1=O>>[CH3:1][O:2][C:3](=[O:29])[CH:4]([C:5]1[S:6][C:7]([Br:35])=[CH:8][CH:9]=1)[NH:10][C:11]([C:13]1[C:14](=[O:28])[N:15]([CH2:19][C:20]2[CH:25]=[CH:24][C:23]([F:26])=[C:22]([F:27])[CH:21]=2)[CH:16]=[CH:17][CH:18]=1)=[O:12]. Procedure details: {[1-(3,4-Difluoro-benzyl)-2-oxo-1,2-dihydro-pyridine-3-carbonyl]-amino}-thiophen-2-yl-acetic acid methyl ester (0.190 g, 0.000454 mol;) was dissolved in N,N-Dimethylformamide (6 mL, 0.07 mol;) and N-Bromosuccinimide (0.089 g, 0.00050 mol;) was added. The reaction was allowed to stir at room temperature o/n. LC-MS showed the formation of product at 1.89 498.45. The reaction was concentrated and dissolved in ethyl acetate. The reaction was then washed 1× with saturated bicarbonate and 1× with brin...